This data is from the Open Reaction Database (ORD), a public repository of structured organic reaction records. The task is: describe an organic reaction: reactants, conditions, products, and yield Starting materials: O=C(c1ccc(F)c(Br)c1)N1CCOCC1, CC(=O)[O-], CC(=O)[O-], CN(C)C=O, COc1ccc(CN(Cc2ccc(OC)cc2)c2ncc(-c3nc(N4CCOCC4)nc4c3CCN4)cn2)cc1, ClCCl, [K+], [K+], [K+], O=P([O-])([O-])[O-], [Pd+2]. Product: COc1ccc(CN(Cc2ccc(OC)cc2)c2ncc(-c3nc(N4CCOCC4)nc4c3CCN4c3cc(C(=O)N4CCOCC4)ccc3F)cn2)cc1. Reaction SMILES: [Br:6][c:7]1[cH:8][c:9]([C:14](=[O:15])[N:16]2[CH2:17][CH2:18][O:19][CH2:20][CH2:21]2)[cH:10][cH:11][c:12]1[F:13].[C:70]([O-:71])(=[O:72])[CH3:73].[C:75]([O-:76])(=[O:77])[CH3:78].[CH3:1][N:2]([CH3:3])[CH:4]=[O:5].[CH3:22][O:23][c:24]1[cH:25][cH:26][c:27]([CH2:28][N:29]([c:30]2[n:31][cH:32][c:33](-[c:36]3[c:37]4[c:38]([n:39][c:40]([N:42]5[CH2:43][CH2:44][O:45][CH2:46][CH2:47]5)[n:41]3)[NH:48][CH2:49][CH2:50]4)[cH:34][n:35]2)[CH2:51][c:52]2[cH:53][cH:54][c:55]([O:58][CH3:59])[cH:56][cH:57]2)[cH:60][cH:61]1.[Cl:79][CH2:80][Cl:81].[K+:67].[K+:68].[K+:69].[P:62]([O-:63])([O-:64])([O-:65])=[O:66].[Pd+2:74]>>[c:7]1([N:48]2[c:38]3[c:37]([c:36](-[c:33]4[cH:32][n:31][c:30]([N:29]([CH2:28][c:27]5[cH:26][cH:25][c:24]([O:23][CH3:22])[cH:61][cH:60]5)[CH2:51][c:52]5[cH:53][cH:54][c:55]([O:58][CH3:59])[cH:56][cH:57]5)[n:35][cH:34]4)[n:41][c:40]([N:42]4[CH2:43][CH2:44][O:45][CH2:46][CH2:47]4)[n:39]3)[CH2:50][CH2:49]2)[cH:8][c:9]([C:14](=[O:15])[N:16]2[CH2:17][CH2:18][O:19][CH2:20][CH2:21]2)[cH:10][cH:11][c:12]1[F:13]. Reactants: C(C)(=O)O[BH-](OC(C)=O)OC(C)=O.[Na+] (Sodium triacetoxyborohydride), CN1CCC(CC1)NCC1=CC(=CO1)C1=CC2=C(N(C(O2)=O)C(C2=CC=CC=C2)(C2=CC=CC=C2)C2=CC=CC=C2)C=C1 (6-{5-[(1-methyl-piperidin-4-ylamino)-methyl]-furan-3-yl}-3-trityl-3H-benzooxazol-2-one), FC1=CC=C(C=O)C=C1 (4-fluorobenzaldehyde), C(C)(=O)O (acetic acid). Solvent: ClCCCl (1,2-dichloroethane), C(Cl)(Cl)Cl (chloroform). Reaction conditions: time 20 hour. Product: FC1=CC=C(CN(C2CCN(CC2)C)CC2=CC(=CO2)C2=CC3=C(N(C(O3)=O)C(C3=CC=CC=C3)(C3=CC=CC=C3)C3=CC=CC=C3)C=C2)C=C1 (6-(5-{[(4-Fluoro-benzyl)-(1-methyl-piperidin-4-yl)-amino]-methyl}-furan-3-yl)-3-trityl-3H-benzooxazol-2-one). The yield is 55.5%. Reaction SMILES: C(O[BH-](OC(=O)C)OC(=O)C)(=O)C.[Na+].[CH3:15][N:16]1[CH2:21][CH2:20][CH:19]([NH:22][CH2:23][C:24]2[O:28][CH:27]=[C:26]([C:29]3[CH:57]=[CH:56][C:32]4[N:33]([C:37]([C:50]5[CH:55]=[CH:54][CH:53]=[CH:52][CH:51]=5)([C:44]5[CH:49]=[CH:48][CH:47]=[CH:46][CH:45]=5)[C:38]5[CH:43]=[CH:42][CH:41]=[CH:40][CH:39]=5)[C:34](=[O:36])[O:35][C:31]=4[CH:30]=3)[CH:25]=2)[CH2:18][CH2:17]1.[F:58][C:59]1[CH:66]=[CH:65][C:62]([CH:63]=O)=[CH:61][CH:60]=1.C(O)(=O)C>ClCCCl.C(Cl)(Cl)Cl>[F:58][C:59]1[CH:66]=[CH:65][C:62]([CH2:63][N:22]([CH2:23][C:24]2[O:28][CH:27]=[C:26]([C:29]3[CH:57]=[CH:56][C:32]4[N:33]([C:37]([C:38]5[CH:43]=[CH:42][CH:41]=[CH:40][CH:39]=5)([C:44]5[CH:45]=[CH:46][CH:47]=[CH:48][CH:49]=5)[C:50]5[CH:51]=[CH:52][CH:53]=[CH:54][CH:55]=5)[C:34](=[O:36])[O:35][C:31]=4[CH:30]=3)[CH:25]=2)[CH:19]2[CH2:20][CH2:21][N:16]([CH3:15])[CH2:17][CH2:18]2)=[CH:61][CH:60]=1 |f:0.1|. Reported procedure: Sodium triacetoxyborohydride (71 mg, 0.33 mmol) was added to a solution of 6-{5-[(1-methyl-piperidin-4-ylamino)-methyl]-furan-3-yl}-3-trityl-3H-benzooxazol-2-one (95 mg, 0.17 mmol) and 4-fluorobenzaldehyde (21 mg, 0.2 mmol) and acetic acid (20 mg, 0.33 mmol) in 1.5 mL of 1,2-dichloroethane. The mixture was stirred at ambient temperature for 20 h, and then it was diluted with chloroform and washed with saturated sodium carbonate solution. The aqueous phase was extracted with chloroform, and the c...